From a dataset of the Open Reaction Database (ORD), a public repository of structured organic reaction records. describe an organic reaction: reactants, conditions, products, and yield Starting materials: Cl.O(C)N (Methoxylamine hydrochloride), BrC=1C=CC=2C3=C(C=NC2C1)N=C(N3CCCC=O)CCC (4-(7-bromo-2-propyl-1H-imidazo[4,5-c]quinolin-1-yl)butyraldehyde). Solvent: C(C)O (ethanol). Reaction conditions: time 2 hour. The product is CON=CCCCN1C(=NC=2C=NC=3C=C(C=CC3C21)Br)CCC (4-(7-bromo-2-propyl-1H-imidazo[4,5-c]quinolin-1-yl)butyraldehyde O-methyloxime). As a reaction SMILES: Cl.[O:2]([NH2:4])[CH3:3].[Br:5][C:6]1[CH:7]=[CH:8][C:9]2[C:10]3[N:18]([CH2:19][CH2:20][CH2:21][CH:22]=O)[C:17]([CH2:24][CH2:25][CH3:26])=[N:16][C:11]=3[CH:12]=[N:13][C:14]=2[CH:15]=1>C(O)C>[CH3:3][O:2][N:4]=[CH:22][CH2:21][CH2:20][CH2:19][N:18]1[C:10]2[C:9]3[CH:8]=[CH:7][C:6]([Br:5])=[CH:15][C:14]=3[N:13]=[CH:12][C:11]=2[N:16]=[C:17]1[CH2:24][CH2:25][CH3:26] |f:0.1|. Procedure details: Methoxylamine hydrochloride (11.86 g, 142.1 mmol) was added to a solution of 4-(7-bromo-2-propyl-1H-imidazo[4,5-c]quinolin-1-yl)butyraldehyde (25.6 g, 71.0 mmol, prepared as described in Example 17 Parts A through D) in ethanol (200 mL). The reaction mixture was stirred at room temperature for 2 hours and then concentrated under reduced pressure. The residue was dissolved in water, neutralized with saturated sodium bicarbonate, and then extracted into dichloromethane. The extract was washed sequ... Procedure: A solution of morpholine (12.67 g) and 2-methoxymethyl-4-chloropyrimidine (7.69 g) in tetrahydrofuran (100 ml) was heated under reflux for 1 hour. On cooling, the mixture was treated with water (100 ml), the pH adjusted to 8 (conc HCl) and extracted with chloroform. After drying (K2CO3) the extracts were stripped, and the residue purified by chromatography (silica gel, CHCl3 /methanol) to give 2-methoxymethyl-4-morpholinopyrimidine (5.4 g) as an oil. Reactants: Cl (HCl), N1CCOCC1 (morpholine), COCC1=NC=CC(=N1)Cl (2-methoxymethyl-4-chloropyrimidine), O (water). Isolated yield 53.2%. Run in O1CCCC1 (tetrahydrofuran). Yields the product COCC1=NC=CC(=N1)N1CCOCC1 (2-methoxymethyl-4-morpholinopyrimidine). As a reaction SMILES: [NH:1]1[CH2:6][CH2:5][O:4][CH2:3][CH2:2]1.[CH3:7][O:8][CH2:9][C:10]1[N:15]=[C:14](Cl)[CH:13]=[CH:12][N:11]=1.O.Cl>O1CCCC1>[CH3:7][O:8][CH2:9][C:10]1[N:15]=[C:14]([N:1]2[CH2:6][CH2:5][O:4][CH2:3][CH2:2]2)[CH:13]=[CH:12][N:11]=1.